This data is from the Open Reaction Database (ORD), a public repository of structured organic reaction records. The task is: describe an organic reaction: reactants, conditions, products, and yield Reactants: C1OC=2C=C(C=CC2O1)C(C(=O)O)CCCCC ((-)-2-(3,4-methylenedioxyphenyl)-heptanoic acid), CCOCC (ether), [H-].[Al+3].[Li+].[H-].[H-].[H-] (lithium aluminum hydride), ice, CCOCC (ether). Run in O (water). The product is C1OC=2C=C(C=CC2O1)C(CO)CCCC (2-(3,4-methylenedioxyphenyl)hexyl alcohol). Yield: 99.8%. Reaction SMILES: CCOCC.[H-].[Al+3].[Li+].[H-].[H-].[H-].[CH2:12]1[O:20][C:19]2[CH:18]=[CH:17][C:16]([CH:21]([CH2:25][CH2:26][CH2:27][CH2:28]C)[C:22](O)=[O:23])=[CH:15][C:14]=2[O:13]1>O>[CH2:12]1[O:20][C:19]2[CH:18]=[CH:17][C:16]([CH:21]([CH2:25][CH2:26][CH2:27][CH3:28])[CH2:22][OH:23])=[CH:15][C:14]=2[O:13]1 |f:1.2.3.4.5.6|. Procedure: To 40 ml of ether suspension containing 1.74 g (46 mmol) of lithium aluminum hydride, was added dropwise under cooling with ice 40 ml of ether solution containing 10.9 g (46 mmol) of (-)-2-(3,4-methylenedioxyphenyl)-heptanoic acid obtained in Reference Example 2. After 2-hour reflux, the reaction mixture was cooled to room temperature and was treated with water under cooling with ice to obtain 10.2 g of oily 2-(3,4-methylenedioxyphenyl)hexyl alcohol. Starting materials: C(#C)C(O)C1=CC(=C(C(=C1)C(C)(C)C)OCOCC[Si](C)(C)C)C(C)(C)C (α-ethynyl-3,5-di-tert-butyl-4-(2-trimethylsilylethoxymethoxy)benzenemethanol), OC1=C(C(=O)OC)C=CC(=C1)I (methyl 2-hydroxy-4-iodobenzoate), ester. The product is OC1=C(C(=O)OC)C=CC(=C1)C#CC(C1=CC(=C(C(=C1)C(C)(C)C)OCOCC[Si](C)(C)C)C(C)(C)C)O (Methyl 2-hydroxy-4-{3-hydroxy-3-[3,5-di-tert-butyl-4-(2-trimethylsilylethoxymethoxy)phenyl]-1-propynyl}benzoate). As a reaction SMILES: [C:1]([CH:3]([C:5]1[CH:10]=[C:9]([C:11]([CH3:14])([CH3:13])[CH3:12])[C:8]([O:15][CH2:16][O:17][CH2:18][CH2:19][Si:20]([CH3:23])([CH3:22])[CH3:21])=[C:7]([C:24]([CH3:27])([CH3:26])[CH3:25])[CH:6]=1)[OH:4])#[CH:2].[OH:28][C:29]1[CH:38]=[C:37](I)[CH:36]=[CH:35][C:30]=1[C:31]([O:33][CH3:34])=[O:32]>>[OH:28][C:29]1[CH:38]=[C:37]([C:2]#[C:1][CH:3]([OH:4])[C:5]2[CH:6]=[C:7]([C:24]([CH3:27])([CH3:26])[CH3:25])[C:8]([O:15][CH2:16][O:17][CH2:18][CH2:19][Si:20]([CH3:21])([CH3:23])[CH3:22])=[C:9]([C:11]([CH3:14])([CH3:13])[CH3:12])[CH:10]=2)[CH:36]=[CH:35][C:30]=1[C:31]([O:33][CH3:34])=[O:32]. Procedure details: In a similar manner to Example 1(d), by reaction of 6.7 g (17.3 mmol) of α-ethynyl-3,5-di-tert-butyl-4-(2-trimethylsilylethoxymethoxy)benzenemethanol with 4.8 g (17.3 mmol) of methyl 2-hydroxy-4-iodobenzoate, 8.5 g (91%) of the expected ester are obtained in the form of a yellow oil. Starting materials: CN(C=1C2=C(N=C(N1)N[C@@H]1CN(CC1)C(CC1=CC=C(C=C1)OC(F)(F)F)=O)C=CS2)C ((S)-1-(3-(4-dimethylaminothieno[3,2-d]pyrimidin-2-ylamino)pyrrolidin-1-yl)-2-(4-trifluoromethoxyphenyl)ethanone), COC=1C=CC(=CC1)P2(=S)SP(=S)(S2)C=3C=CC(=CC3)OC (Lawesson's reagent). The product is CN(C=1C2=C(N=C(N1)N[C@@H]1CN(CC1)C(CC1=CC=C(C=C1)OC(F)(F)F)=S)C=CS2)C ((S)-1-(3-(4-dimethylaminothieno[3,2-d]pyrimidin-2-ylamino)pyrrolidin-1-yl)-2-(4-trifluoromethoxyphenyl)ethanethione). Procedure: A mixture of (S)-1-(3-(4-dimethylaminothieno[3,2-d]pyrimidin-2-ylamino)pyrrolidin-1-yl)-2-(4-trifluoromethoxyphenyl)ethanone (0.10 g), Lawesson's reagent (0.087 g), and toluene (10 mL) was heated at 110° C. for 5 h with stirring. After left stand for cooling, the reaction mixture was concentrated under reduced pressure, and the residue was purified by silica gel column chromatography (silica gel, chloroform/methanol=50:1) to obtain light yellow solid (S)-1-(3-(4-dimethylaminothieno[3,2-d]pyrimid... Reaction conditions: temperature 110 celsius. Isolated yield 26.1%. Reaction SMILES: [CH3:1][N:2]([CH3:32])[C:3]1[C:4]2[S:31][CH:30]=[CH:29][C:5]=2[N:6]=[C:7]([NH:9][C@H:10]2[CH2:14][CH2:13][N:12]([C:15](=O)[CH2:16][C:17]3[CH:22]=[CH:21][C:20]([O:23][C:24]([F:27])([F:26])[F:25])=[CH:19][CH:18]=3)[CH2:11]2)[N:8]=1.COC1C=CC(P2(SP(C3C=CC(OC)=CC=3)(=S)S2)=[S:42])=CC=1>C1(C)C=CC=CC=1>[CH3:1][N:2]([CH3:32])[C:3]1[C:4]2[S:31][CH:30]=[CH:29][C:5]=2[N:6]=[C:7]([NH:9][C@H:10]2[CH2:14][CH2:13][N:12]([C:15](=[S:42])[CH2:16][C:17]3[CH:22]=[CH:21][C:20]([O:23][C:24]([F:27])([F:26])[F:25])=[CH:19][CH:18]=3)[CH2:11]2)[N:8]=1. Run in C1(=CC=CC=C1)C (toluene). The reactants are CC1(C)C2CCC1(CS(=O)(=O)O)C(=O)C2, CC(C)O, CNC(=O)c1cccc(F)c1Nc1nc(Cl)ncc1Cl, CCN1C(=O)CCCc2ccc(N)cc21. Product: CCN1C(=O)CCCc2ccc(Nc3ncc(Cl)c(Nc4c(F)cccc4C(=O)NC)n3)cc21. RXN SMILES: [C:36]12([CH2:37][S:38]([OH:39])(=[O:40])=[O:41])[C:42]([CH3:43])([CH3:44])[CH:45]([CH2:46][CH2:47]1)[CH2:48][C:49]2=[O:50].[CH:51]([OH:52])([CH3:53])[CH3:54].[Cl:1][c:2]1[n:3][cH:4][c:5]([Cl:20])[c:6]([NH:8][c:9]2[c:10]([C:11](=[O:12])[NH:13][CH3:14])[cH:15][cH:16][cH:17][c:18]2[F:19])[n:7]1.[NH2:21][c:22]1[cH:23][c:24]2[c:25]([cH:34][cH:35]1)[CH2:26][CH2:27][CH2:28][C:29](=[O:33])[N:30]2[CH2:31][CH3:32]>>[c:2]1([NH:21][c:22]2[cH:23][c:24]3[c:25]([cH:34][cH:35]2)[CH2:26][CH2:27][CH2:28][C:29](=[O:33])[N:30]3[CH2:31][CH3:32])[n:3][cH:4][c:5]([Cl:20])[c:6]([NH:8][c:9]2[c:10]([C:11](=[O:12])[NH:13][CH3:14])[cH:15][cH:16][cH:17][c:18]2[F:19])[n:7]1. The reactants are CCCCOP(=O)(OCCCC)OCCCC (TBPA), C1(=CC=CC=C1)C#CC#CC1=CC=CC=C1 (phenylethynylphenylacetylene), 1,3,5,7-tetrakis{3′/4′-[4″-(phenylethynyl)phenylethynyl]phenyl}-adarnantane, ( 2 ), BrC1=CC=C(C=C1)I (1-bromo-4-iodobenzene), C1(=CC=CC=C1)C#CC#CC1=CC=CC=C1 (phenylethynylphenylacetylene). Product: C1(=CC=CC=C1)C#CC1=CC=C(C=C1)C#CC1=CC=C(C=C1)Br (4-[4′-(phenylethynyl)phenylethynyl]phenylbromide). RXN SMILES: [CH3:1][CH2:2]CCOP(OCCCC)(OCCCC)=O.[C:18]1([C:24]#[C:25][C:26]#[C:27][C:28]2[CH:33]=[CH:32][CH:31]=[CH:30][CH:29]=2)[CH:23]=[CH:22][CH:21]=[CH:20][CH:19]=1.[Br:34][C:35]1[CH:40]=CC(I)=[CH:37][CH:36]=1>>[C:28]1([C:27]#[C:26][C:25]2[CH:24]=[CH:18][C:23]([C:22]#[C:21][C:20]3[CH:19]=[CH:40][C:35]([Br:34])=[CH:36][CH:37]=3)=[CH:2][CH:1]=2)[CH:29]=[CH:30][CH:31]=[CH:32][CH:33]=1. Reported procedure: In an especially contemplated arm extension strategy depicted in FIG. 4, in which AD represents an adamantane or diamantane group. Phenylacetylene is a starting molecule that is reacted (A1) with TBPA (supra) to yield 1,3,5,7-tetrakis[3′/4′-(phenylethynyl)phenyl]adamantane. Alternatively, phenylacetylene can be converted (B1) to 4-(phenylethynyl)phenylbromide that is subsequently reacted (C1) with trimethylsilylacetylene to form 4-(phenylethynyl)phenylacetylene. TBPA can then be reacted (with ph... Reactants: Cc1ncc(C(=O)O)c(O)c1Br, CCN=C=NCCCN(C)C, CNC=O, Cl, NCc1ccc(F)cc1, O, On1nnc2ccccc21. Yields the product Cc1ncc(C(=O)NCc2ccc(F)cc2)c(O)c1Br. Reaction SMILES: [Br:1][c:2]1[c:3]([CH3:12])[n:4][cH:5][c:6]([C:7](=[O:8])[OH:9])[c:10]1[OH:11].[CH2:14]([N:15]=[C:16]=[N:17][CH2:18][CH2:19][CH2:20][N:21]([CH3:22])[CH3:23])[CH3:24].[CH3:44][NH:45][CH:46]=[O:47].[ClH:13].[F:35][c:36]1[cH:37][cH:38][c:39]([CH2:40][NH2:41])[cH:42][cH:43]1.[OH2:48].[OH:25][n:26]1[c:27]2[cH:28][cH:29][cH:30][cH:31][c:32]2[n:33][n:34]1>>[Br:1][c:2]1[c:3]([CH3:12])[n:4][cH:5][c:6]([C:7](=[O:9])[NH:41][CH2:40][c:39]2[cH:38][cH:37][c:36]([F:35])[cH:43][cH:42]2)[c:10]1[OH:11]. Starting materials: CI (methyl iodide), C(C)(C)(C)NC(=S)NC=1C(=NC(=CC1C(C)C)OC1=CC=C(C=C1)Cl)C(C)C (1-tert.-butyl-3-[2,4-diisopropyl-6-(4-chlorophenoxy)-pyrid-3-yl]-thiourea). Run in C(C)O (ethanol). Product: C(C)(C)(C)NC(SC)=NC=1C(=NC(=CC1C(C)C)OC1=CC=C(C=C1)Cl)C(C)C (1-tert.-Butyl-3-[2,4-diisopropyl-6-(4-chlorophenoxy)-pyrid-3-yl]-S-methyl-isothiourea). Reaction SMILES: [CH3:1]I.[C:3]([NH:7][C:8]([NH:10][C:11]1[C:12]([CH:28]([CH3:30])[CH3:29])=[N:13][C:14]([O:20][C:21]2[CH:26]=[CH:25][C:24]([Cl:27])=[CH:23][CH:22]=2)=[CH:15][C:16]=1[CH:17]([CH3:19])[CH3:18])=[S:9])([CH3:6])([CH3:5])[CH3:4]>C(O)C>[C:3]([NH:7][C:8](=[N:10][C:11]1[C:12]([CH:28]([CH3:30])[CH3:29])=[N:13][C:14]([O:20][C:21]2[CH:22]=[CH:23][C:24]([Cl:27])=[CH:25][CH:26]=2)=[CH:15][C:16]=1[CH:17]([CH3:19])[CH3:18])[S:9][CH3:1])([CH3:4])([CH3:5])[CH3:6]. Procedure details: 2.0 g of methyl iodide are added at room temperature to 2.50 g of 1-tert.-butyl-3-[2,4-diisopropyl-6-(4-chlorophenoxy)-pyrid-3-yl]-thiourea in 30 ml of ethanol and the mixture is heated at +75° C. for 5 hours. The mixture is then concentrated by evaporation and the residue is taken up in methylene chloride and washed twice with dilute sodium bicarbonate solution. The organic phase is dried over magnesium sulfate and the solvent is evaporated. The crude product is purified by column chromatograph... Reactants: NC=1C(=NC(=CC1N)C1=CC(=CC=C1)C(F)(F)F)C#N (3,4-Diamino-6-(3-trifluoromethyl-phenyl)-pyridine-2-carbonitrile), C(OCC)(OCC)OCC (triethyl orthoformate). The reagents and catalysts are [O-]S(=O)(=O)C(F)(F)F.[Yb+3].[O-]S(=O)(=O)C(F)(F)F.[O-]S(=O)(=O)C(F)(F)F (Ytterbium triflate). Run in C(C)#N (acetonitrile). Product: FC(C=1C=C(C=CC1)C1=CC2=C(C(=N1)C#N)N=CN2)(F)F (6-(3-trifluoromethyl-phenyl)-1H-imidazo[4,5-c]pyridine-4-carbonitrile). Isolated yield 93.6%. As a reaction SMILES: [NH2:1][C:2]1[C:3]([C:19]#[N:20])=[N:4][C:5]([C:9]2[CH:14]=[CH:13][CH:12]=[C:11]([C:15]([F:18])([F:17])[F:16])[CH:10]=2)=[CH:6][C:7]=1[NH2:8].[CH:21](OCC)(OCC)OCC>C(#N)C.[O-]S(C(F)(F)F)(=O)=O.[Yb+3].[O-]S(C(F)(F)F)(=O)=O.[O-]S(C(F)(F)F)(=O)=O>[F:17][C:15]([F:18])([F:16])[C:11]1[CH:10]=[C:9]([C:5]2[N:4]=[C:3]([C:19]#[N:20])[C:2]3[N:1]=[CH:21][NH:8][C:7]=3[CH:6]=2)[CH:14]=[CH:13][CH:12]=1 |f:3.4.5.6|. Reported procedure: 3,4-Diamino-6-(3-trifluoromethyl-phenyl)-pyridine-2-carbonitrile (120 mg, 0.43 mmol) was suspended in acetonitrile (5 ml) and the vessel was purged with nitrogen. Ytterbium triflate (5 mg, 0.009 mmol) and triethyl orthoformate (214 μl, 1.29 mmol) were added and the resulting orange suspension was heated at reflux for 1 hour. Reaction mixture was concentrated in vacuo to give the title compound as a yellow solid (116 mg). 1H NMR (MeOD): δ 8.55 (s, 1H), 8.35-8.41 (m, 3H), 7.71-7.76 (m, 2H). MS m/z...